From a dataset of the Open Reaction Database (ORD), a public repository of structured organic reaction records. describe an organic reaction: reactants, conditions, products, and yield Reactants: Cc1cnc(N)cn1, COC, CCOC(=O)c1cc(Oc2cnc(C(=O)N(C)C)cn2)c2cc(C)oc2c1. Yields the product Cc1cnc(NC(=O)c2cc(Oc3cnc(C(=O)N(C)C)cn3)c3cc(C)oc3c2)cn1. RXN SMILES: [CH3:1][c:2]1[n:3][cH:4][c:5]([NH2:8])[n:6][cH:7]1.[CH3:36][O:37][CH3:38].[CH3:9][N:10]([C:11](=[O:12])[c:13]1[n:14][cH:15][c:16]([O:19][c:20]2[cH:21][c:22]([C:30](=[O:31])[O:32][CH2:33][CH3:34])[cH:23][c:24]3[c:25]2[cH:26][c:27]([CH3:29])[o:28]3)[n:17][cH:18]1)[CH3:35]>>[CH3:1][c:2]1[n:3][cH:4][c:5]([NH:8][C:30]([c:22]2[cH:21][c:20]([O:19][c:16]3[cH:15][n:14][c:13]([C:11]([N:10]([CH3:9])[CH3:35])=[O:12])[cH:18][n:17]3)[c:25]3[c:24]([cH:23]2)[o:28][c:27]([CH3:29])[cH:26]3)=[O:31])[n:6][cH:7]1. Reactants: COc1cc(-c2c(C#N)c(=N)oc3c2ccc2c3ccn2C)cc(Br)c1OC, C1CCOC1, [Na+], O=C([O-])O, O. Product: COc1cc(-c2c(C#N)c(=O)oc3c2ccc2c3ccn2C)cc(Br)c1OC. Reaction SMILES: [Br:1][c:2]1[cH:3][c:4](-[c:12]2[c:13]([C:27]#[N:28])[c:14](=[NH:26])[o:15][c:16]3[c:17]4[c:18]([cH:19][cH:20][c:21]23)[n:22]([CH3:25])[cH:23][cH:24]4)[cH:5][c:6]([O:10][CH3:11])[c:7]1[O:8][CH3:9].[CH2:34]1[O:35][CH2:36][CH2:37][CH2:38]1.[Na+:33].[O-:29][C:30]([OH:31])=[O:32].[OH2:39]>>[Br:1][c:2]1[cH:3][c:4](-[c:12]2[c:13]([C:27]#[N:28])[c:14](=[O:29])[o:15][c:16]3[c:17]4[c:18]([cH:19][cH:20][c:21]23)[n:22]([CH3:25])[cH:23][cH:24]4)[cH:5][c:6]([O:10][CH3:11])[c:7]1[O:8][CH3:9]. Starting materials: C(CCC#C)(=O)O (4-pentynoic acid), CCCC[SnH](CCCC)CCCC (Bu3SnH), crude product, FC1=C(C(=C(C=C1F)F)F)O (2,3,5,6-tetrafluorophenol), B(CC)(CC)CC (Et3B), C1(CCCCC1)N=C=NC1CCCCC1 (dicyclohexylcarbodiimide). The solvent is C1(=CC=CC=C1)C (toluene), C1CCOC1 (THF), C1CCOC1 (THF), C1CCOC1 (THF). Conditions: time 4 hour. Yields the product C(CCC)[Sn](C=CCCC(=O)OC1=C(C(=CC(=C1F)F)F)F)(CCCC)CCCC (2,3,5,6-tetrafluorophenyl 5-(tri-n-butylstannyl)-4-pentenoate). Yield: 50.0%. Reaction SMILES: [C:1]([OH:7])(=[O:6])[CH2:2][CH2:3][C:4]#[CH:5].[CH3:8][CH2:9][CH2:10][CH2:11][SnH:12]([CH2:17][CH2:18][CH2:19][CH3:20])[CH2:13][CH2:14][CH2:15][CH3:16].B(CC)(CC)CC.[F:28][C:29]1[C:34]([F:35])=[CH:33][C:32]([F:36])=[C:31]([F:37])[C:30]=1O.C1(N=C=NC2CCCCC2)CCCCC1>C1(C)C=CC=CC=1.C1COCC1>[CH2:13]([Sn:12]([CH2:11][CH2:10][CH2:9][CH3:8])([CH2:17][CH2:18][CH2:19][CH3:20])[CH:5]=[CH:4][CH2:3][CH2:2][C:1]([O:7][C:30]1[C:29]([F:28])=[C:34]([F:35])[CH:33]=[C:32]([F:36])[C:31]=1[F:37])=[O:6])[CH2:14][CH2:15][CH3:16]. Reported procedure: To a solution of 4-pentynoic acid (308 mg, 3.1 mmol) in toluene (7.0 mL) under N2 was added Bu3SnH (1.7 mL, 6.3 mmol) followed by Et3B (0.30 mL, 1.0M solution in hexanes, 0.30 mmol). The resulting solution was stirred at room temperature for 13/4 hours after which the solvent was evaporated under reduced pressure. The resulting oil was dissolved in EtOAc and washed with saturated NaCl. The EtOAc layer was dried over MgSO4, filtered and concentrated under reduced pressure to afford 2.0 gr of crud... The product is CC1CNCCc2nc(O)c(I)cc21. As a reaction SMILES: [CH3:27][OH:28].[I:1][c:2]1[cH:3][c:4]2[c:5]([n:18][c:19]1[OH:20])[CH2:6][CH2:7][N:8]([C:12](=[O:13])[C:14]([F:15])([F:16])[F:17])[CH2:9][CH:10]2[CH3:11].[K+:21].[K+:22].[O-:23][C:24]([O-:25])=[O:26]>>[I:1][c:2]1[cH:3][c:4]2[c:5]([n:18][c:19]1[OH:20])[CH2:6][CH2:7][NH:8][CH2:9][CH:10]2[CH3:11]. Reactants: CO, CC1CN(C(=O)C(F)(F)F)CCc2nc(O)c(I)cc21, [K+], [K+], O=C([O-])[O-]. Starting materials: COc1cc(Br)ccc1C(=O)c1ccc(F)cc1, CCOCC, Cl, c1ccncc1. The product is O=C(c1ccc(F)cc1)c1ccc(Br)cc1O. RXN SMILES: [Br:1][c:2]1[cH:3][c:4]([O:17][CH3:18])[c:5]([C:8](=[O:9])[c:10]2[cH:11][cH:12][c:13]([F:16])[cH:14][cH:15]2)[cH:6][cH:7]1.[CH3:26][CH2:27][O:28][CH2:29][CH3:30].[ClH:19].[n:20]1[cH:21][cH:22][cH:23][cH:24][cH:25]1>>[Br:1][c:2]1[cH:3][c:4]([OH:17])[c:5]([C:8](=[O:9])[c:10]2[cH:11][cH:12][c:13]([F:16])[cH:14][cH:15]2)[cH:6][cH:7]1. Starting materials: OC[C@@H]1CC=CC[C@@H]1COCC1=CC=CC=C1 (cis-4-Hydroxymethyl-5-benzyloxymethylcyclohex-1-ene), C1(=CC=C(C=C1)S(=O)(=O)Cl)C (p-toluenesulphonyl chloride). Solvent: N1=CC=CC=C1 (pyridine), N1=CC=CC=C1 (pyridine). Conditions: time 8 hour. Product: C1(=CC=C(C=C1)S(=O)(=O)OC[C@@H]1CC=CC[C@@H]1COCC1=CC=CC=C1)C (cis-4-p-Toluene-sulphonyloxymethyl-5-benzyloxymethyl cyclohex-1-ene). Yield: 84.2%. RXN SMILES: [OH:1][CH2:2][C@H:3]1[C@@H:8]([CH2:9][O:10][CH2:11][C:12]2[CH:17]=[CH:16][CH:15]=[CH:14][CH:13]=2)[CH2:7][CH:6]=[CH:5][CH2:4]1.[C:18]1([CH3:28])[CH:23]=[CH:22][C:21]([S:24](Cl)(=[O:26])=[O:25])=[CH:20][CH:19]=1>N1C=CC=CC=1>[C:18]1([CH3:28])[CH:23]=[CH:22][C:21]([S:24]([O:1][CH2:2][C@H:3]2[C@@H:8]([CH2:9][O:10][CH2:11][C:12]3[CH:13]=[CH:14][CH:15]=[CH:16][CH:17]=3)[CH2:7][CH:6]=[CH:5][CH2:4]2)(=[O:26])=[O:25])=[CH:20][CH:19]=1. Procedure: The alcohol/benzyl ether (2) (10 g) in 20 ml of dry pyridine is added slowly at 0° C. to p-toluenesulphonyl chloride (10.4 g) in pyridine (60 ml). The mixture is kept overnight at room temperature and is then quenched by pouring over crushed ice with vigorous shaking. The product is extracted with ether, washed consecutively with water, 0.1M sodium carbonate and brine, dried (MgSO4), and concentrated in vacuo at room temperature. The crude product is purified on a silica gel column, eluting with... Reactants: BrC=1C=C2C(=NC1)N(C=N2)C=2C=C(C=CC2)N2C(CCC2)=O (1-[3-(6-bromo-3H-imidazo[4,5-b]pyridin-3-yl)phenyl]pyrrolidin-2-one), C(C)(=O)OCC (ethyl acetate). Product: O1C=C(C=C1)C=1C=C2C(=NC1)N(C=N2)C=2C=C(C=CC2)N2C(CCC2)=O (1-[3-(6-(Furan-3-yl)-3H-imidazo[4.5-b]pyridin-3-yl)phenyl]pyrrolidin-2-one). RXN SMILES: Br[C:2]1[CH:3]=[C:4]2[N:10]=[CH:9][N:8]([C:11]3[CH:12]=[C:13]([N:17]4[CH2:21][CH2:20][CH2:19][C:18]4=[O:22])[CH:14]=[CH:15][CH:16]=3)[C:5]2=[N:6][CH:7]=1.[C:23]([O:26][CH2:27][CH3:28])(=O)[CH3:24]>>[O:26]1[CH:27]=[CH:28][C:24]([C:2]2[CH:3]=[C:4]3[N:10]=[CH:9][N:8]([C:11]4[CH:12]=[C:13]([N:17]5[CH2:21][CH2:20][CH2:19][C:18]5=[O:22])[CH:14]=[CH:15][CH:16]=4)[C:5]3=[N:6][CH:7]=2)=[CH:23]1. Procedure: The title compound was prepared from 1-[3-(6-bromo-3H-imidazo[4,5-b]pyridin-3-yl)phenyl]pyrrolidin-2-one as described in Example 1. Free base, yellow crystals, m.p. 208-210° C. (from ethyl acetate); δH (360 MHz, d6-DMSO) 2.11 (2H, quin, J 7), 2.54 (2H, t, J 8), 3.93 (2H, t, J 7), 7.16 (1H, s), 7.60 (1H, t, J 8), 7.68-7.71 (1H, m), 7.78-7.81 (2H, m), 8.28 (1H, t, J 2), 8.35 (1H, s), 8.48 (1H, s), 8.76 (1H, s), 8.90 (1H, s); m/z (ES+) 345 (M++H). Starting materials: OC1=CC=C(C=C1)C[C@H](C(NC=1C=C2C=3C(=CNC3C1)C=NNC2=O)=O)NC(OC(C)(C)C)=O (1,1-Dimethylethyl (1R)-1-[(4-hydroxyphenyl)methyl]-2-oxo-2-[(6-oxo-5,6-dihydro-1H-[1,2]diazepino[4,5,6-cd]indol-8-yl)amino]ethylcarbamate), Cl (HCl). Solvent: O1CCOCC1 (dioxane). Yields the product Cl.N[C@@H](C(=O)NC=1C=C2C=3C(=CNC3C1)C=NNC2=O)CC2=CC=C(C=C2)O ((2R)-2-Amino-3-(4-hydroxyphenyl)-N-(6-oxo-5,6-dihydro-1H-[1,2]diazepino[4,5,6-cd]indol-8-yl)propanamide hydrochloride). Yield: 72.0%. As a reaction SMILES: [OH:1][C:2]1[CH:7]=[CH:6][C:5]([CH2:8][C@@H:9]([NH:27]C(=O)OC(C)(C)C)[C:10](=[O:26])[NH:11][C:12]2[CH:13]=[C:14]3[C:24](=[O:25])[NH:23][N:22]=[CH:21][C:16]4=[CH:17][NH:18][C:19]([CH:20]=2)=[C:15]34)=[CH:4][CH:3]=1.[ClH:35]>O1CCOCC1>[ClH:35].[NH2:27][C@H:9]([CH2:8][C:5]1[CH:6]=[CH:7][C:2]([OH:1])=[CH:3][CH:4]=1)[C:10]([NH:11][C:12]1[CH:13]=[C:14]2[C:24](=[O:25])[NH:23][N:22]=[CH:21][C:16]3=[CH:17][NH:18][C:19]([CH:20]=1)=[C:15]23)=[O:26] |f:3.4|. Procedure details: Preparation of example 178 from the title compound of Example 155 (90 mg, 0.194 mmol) and 4M HCl in dioxane (10 mL) was carried out analogously to Example 91. Isolation, also in an analogous manner afforded the title compound (56 mg, 0.140 mmol) as an orange/yellow powder in 72% yield. The reactants are S(N)(=O)(=O)NC1=CC=C(C=C1)/C(/C#N)=C/C1=CC=C(C=C1)OC ((2Z)-2-[4-(N-sulfamoylamino)phenyl]-3-(4-methoxyphenyl)-prop-2-enenitrile). Run in ClCCCl (1,2-dichloroethane). Yields the product S(N)(=O)(=O)NC1=CC=C(C=C1)/C(/C#N)=C/C1=CC=C(C=C1)O ((2Z)-2-[4-(sulfamoylamino)phenyl]-3-(4-hydroxyphenyl)prop-2-enenitrile). Isolated yield 28.2%. Reaction SMILES: [S:1]([NH:5][C:6]1[CH:11]=[CH:10][C:9](/[C:12](=[CH:15]/[C:16]2[CH:21]=[CH:20][C:19]([O:22]C)=[CH:18][CH:17]=2)/[C:13]#[N:14])=[CH:8][CH:7]=1)(=[O:4])(=[O:3])[NH2:2]>ClCCCl>[S:1]([NH:5][C:6]1[CH:11]=[CH:10][C:9](/[C:12](=[CH:15]/[C:16]2[CH:17]=[CH:18][C:19]([OH:22])=[CH:20][CH:21]=2)/[C:13]#[N:14])=[CH:8][CH:7]=1)(=[O:4])(=[O:3])[NH2:2]. Procedure details: The procedure of Preparation Example 2 was repeated, except that 63 mg of (2Z)-2-[4-(N-sulfamoylamino)phenyl]-3-(4-methoxyphenyl)-prop-2-enenitrile was used in place of 4′-methoxy-2-biphenylacetonitrile, and 1,2-dichloroethane was used in place of methylene chloride. The resulting crude product was purified by TLC (using a 2:1 mixture of chloroform and acetone as the developing solvent) to obtain 17 mg of (2Z)-2-[4-(sulfamoylamino)phenyl]-3-(4-hydroxyphenyl)prop-2-enenitrile. The reactants are CC1=CC(=NC(=N1)\C=C\C1=CC(=CC=C1)F)O ((E)-6-methyl-2-[2-(3-fluoro-phenyl)-vinyl]-pyrimidin-4-ol), O=P(Cl)(Cl)Cl (POCl3). The product is ClC1=NC(=NC(=C1)C)\C=C\C1=CC(=CC=C1)F ((E)-4-chloro-6-methyl-2-[2-(3-fluoro-phenyl)-vinyl]-pyrimidine). Isolated yield 82.7%. Reaction SMILES: [CH3:1][C:2]1[N:7]=[C:6](/[CH:8]=[CH:9]/[C:10]2[CH:15]=[CH:14][CH:13]=[C:12]([F:16])[CH:11]=2)[N:5]=[C:4](O)[CH:3]=1.O=P(Cl)(Cl)[Cl:20]>>[Cl:20][C:4]1[CH:3]=[C:2]([CH3:1])[N:7]=[C:6](/[CH:8]=[CH:9]/[C:10]2[CH:15]=[CH:14][CH:13]=[C:12]([F:16])[CH:11]=2)[N:5]=1. Procedure details: In analogy to example 12c), by heating (E)-6-methyl-2-[2-(3-fluoro-phenyl)-vinyl]-pyrimidin-4-ol 1 (1.12 g, 4.86 mmol) in POCl3 (9 ml, 0.1 mol) at 130° C. for 4.5 h there was obtained (E)-4-chloro-6-methyl-2-[2-(3-fluoro-phenyl)-vinyl]-pyrimidine (1 g, 86%) as a white solid. EI mass spectrum, m/e: 248 (M calculated for C14H13ClFN2: 248).